Dataset: the Open Reaction Database (ORD), a public repository of structured organic reaction records. Task: describe an organic reaction: reactants, conditions, products, and yield Reactants: CN(C(=O)c1cc2c(s1)-c1ccc(CBr)cc1OCC2)c1ccccc1Cl, CN, CCO, O. Product: CNCc1ccc2c(c1)OCCc1cc(C(=O)N(C)c3ccccc3Cl)sc1-2. As a reaction SMILES: [Br:3][CH2:4][c:5]1[cH:6][cH:7][c:8]2[c:9]([cH:29]1)[O:10][CH2:11][CH2:12][c:13]1[c:14]-2[s:15][c:16]([C:18](=[O:19])[N:20]([CH3:21])[c:22]2[c:23]([Cl:28])[cH:24][cH:25][cH:26][cH:27]2)[cH:17]1.[CH3:1][NH2:2].[CH3:31][CH2:32][OH:33].[OH2:30]>>[CH3:1][NH:2][CH2:4][c:5]1[cH:6][cH:7][c:8]2[c:9]([cH:29]1)[O:10][CH2:11][CH2:12][c:13]1[c:14]-2[s:15][c:16]([C:18](=[O:19])[N:20]([CH3:21])[c:22]2[c:23]([Cl:28])[cH:24][cH:25][cH:26][cH:27]2)[cH:17]1. The reactants are C[S-], COc1cc(Cl)c(N2CCN(c3cccc(C(F)(F)F)c3)CC2)c(Cl)c1, Cl, [Na+], CN(C)C=O, O. Product: Oc1cc(Cl)c(N2CCN(c3cccc(C(F)(F)F)c3)CC2)c(Cl)c1. Reaction SMILES: [CH3:1][S-:2].[Cl:4][c:5]1[c:6]([N:14]2[CH2:15][CH2:16][N:17]([c:20]3[cH:21][c:22]([C:26]([F:27])([F:28])[F:29])[cH:23][cH:24][cH:25]3)[CH2:18][CH2:19]2)[c:7]([Cl:13])[cH:8][c:9]([O:11][CH3:12])[cH:10]1.[ClH:31].[Na+:3].[O:32]=[CH:33][N:34]([CH3:35])[CH3:36].[OH2:30]>>[Cl:4][c:5]1[c:6]([N:14]2[CH2:15][CH2:16][N:17]([c:20]3[cH:21][c:22]([C:26]([F:27])([F:28])[F:29])[cH:23][cH:24][cH:25]3)[CH2:18][CH2:19]2)[c:7]([Cl:13])[cH:8][c:9]([OH:11])[cH:10]1. Starting materials: ClC1=NC=NC(=C1)OCC#CC (4-chloro-6-(2-butynyloxy)pyrimidine), C([O-])([O-])=O.[K+].[K+] (potassium carbonate), ClC1=C(C=C(C=C1)F)O (2-chloro-5-fluorophenol), [Cl-].[NH4+] (ammonium chloride). Run in CN(C=O)C (N,N-dimethylformamide). Run at temperature 60 celsius, time 7 hour. Yields the product C(C#CC)OC1=NC=NC(=C1)OC1=C(C=CC(=C1)F)Cl (4-(2-butynyloxy)-6-(2-chloro-5-fluorophenoxy)pyrimidine). Yield: 93.6%. Reaction SMILES: Cl[C:2]1[CH:7]=[C:6]([O:8][CH2:9][C:10]#[C:11][CH3:12])[N:5]=[CH:4][N:3]=1.C(=O)([O-])[O-].[K+].[K+].[Cl:19][C:20]1[CH:25]=[CH:24][C:23]([F:26])=[CH:22][C:21]=1[OH:27].[Cl-].[NH4+]>CN(C)C=O>[CH2:9]([O:8][C:6]1[CH:7]=[C:2]([O:27][C:21]2[CH:22]=[C:23]([F:26])[CH:24]=[CH:25][C:20]=2[Cl:19])[N:3]=[CH:4][N:5]=1)[C:10]#[C:11][CH3:12] |f:1.2.3,5.6|. Reported procedure: To 2 ml of N,N-dimethylformamide were added 0.2 g of 4-chloro-6-(2-butynyloxy)pyrimidine, 0.23 g of potassium carbonate and 0.19 g of 2-chloro-5-fluorophenol, followed by stirring at 60° C. for 7 hours. The reaction mixture was then left for cooling to room temperature and poured into a saturated aqueous ammonium chloride solution, which was extracted three times with chloroform. The chloroform layers were combined and washed with diluted hydrochloric acid and then with water, and dried over anh... Starting materials: ClC1=C2N=C(C(=NC2=CC=C1)C=O)C1=C(C=CC(=C1)F)Cl (5-chloro-3-(2-chloro-5-fluorophenyl)-quinoxaline-2-carbaldehyde), C1CCOC1 (THF), C[Mg]Br (methylmagnesium bromide), C(C)OCC (diethyl ether). Conditions: time 5.5 hour. Product: ClC1=C2N=C(C(=NC2=CC=C1)C(C)O)C1=C(C=CC(=C1)F)Cl (1-(5-chloro-3-(2-chloro-5-fluorophenyl)quinoxalin-2-yl)ethanol). RXN SMILES: [Cl:1][C:2]1[CH:11]=[CH:10][CH:9]=[C:8]2[C:3]=1[N:4]=[C:5]([C:14]1[CH:19]=[C:18]([F:20])[CH:17]=[CH:16][C:15]=1[Cl:21])[C:6]([CH:12]=[O:13])=[N:7]2.[CH2:22]1COCC1.C[Mg]Br.C(OCC)C>>[Cl:1][C:2]1[CH:11]=[CH:10][CH:9]=[C:8]2[C:3]=1[N:4]=[C:5]([C:14]1[CH:19]=[C:18]([F:20])[CH:17]=[CH:16][C:15]=1[Cl:21])[C:6]([CH:12]([OH:13])[CH3:22])=[N:7]2. Reported procedure: To a stirring heterogeneous mixture of 5-chloro-3-(2-chloro-5-fluorophenyl)-quinoxaline-2-carbaldehyde (0.1650 g, 0.514 mmol) in THF (5.00 mL, 0.514 mmol) was added methylmagnesium bromide 3 M in diethyl ether (0.257 mL, 0.771 mmol) dropwise at 0° C., and the mixture was then allowed to warm to room temperature and stirred at room temperature. After 5.5 h, the reaction was quenched with NH4Cl (50 mL) and extracted with EtOAc (50 mL×2). The combined organic layers were washed with water (50 mL×1)... The reactants are C(C)OC(CNC1=C(C=CC=C1CC)CC)=O (2,6-diethyl-anilino-acetic acid ethyl ester), O.NN (hydrazine hydrate). Solvent: C(C)O (ethanol). Yields the product C(C)C1=C(NCC(=O)NN)C(=CC=C1)CC (2,6-diethyl-anilino-acetic acid hydrazide). As a reaction SMILES: C([O:3][C:4](=O)[CH2:5][NH:6][C:7]1[C:12]([CH2:13][CH3:14])=[CH:11][CH:10]=[CH:9][C:8]=1[CH2:15][CH3:16])C.O.[NH2:19][NH2:20]>C(O)C>[CH2:15]([C:8]1[CH:9]=[CH:10][CH:11]=[C:12]([CH2:13][CH3:14])[C:7]=1[NH:6][CH2:5][C:4]([NH:19][NH2:20])=[O:3])[CH3:16] |f:1.2|. Procedure: 58.7 g (0.25 mol) of 2,6-diethyl-anilino-acetic acid ethyl ester and 25 g of hydrazine hydrate were left to stand in 200 ml of ethanol for 24 hours. Thereafter, the mixture was concentrated by distilling off the solvent and the residue was extracted by stirring with water. After drying, 50.5 g (91% of theory) of colorless crystals of 2,6-diethyl-anilino-acetic acid hydrazide of melting point 71° to 73° C. were obtained.